This data is from the Open Reaction Database (ORD), a public repository of structured organic reaction records. The task is: describe an organic reaction: reactants, conditions, products, and yield Reactants: C(C(=O)O)(=O)O.C1(=CC=CC=C1)C(=C1CCN(CC1)CCCOC1=CC=CC=C1)C1=CC=CC=C1 (4-(Diphenylmethylene)-1-(3-phenoxypropyl)piperidine oxalate), FC1=CC=C(C=C1)C(O)(C1CCNCC1)C1=CC=C(C=C1)F ([α,α-bis(p-fluorophenyl)]-4-piperidinemethanol), ClCCCOC1=CC(=C(C=C1)C(C)=O)OC (1-[4-(3-chloropropoxy)-2-methoxyphenyl]ethanone), C([O-])([O-])=O.[Na+].[Na+] (sodium carbonate), [I-].[K+] (potassium iodide), Cl (hydrochloride). The solvent is C(CCC)O (1-butanol). Yields the product Cl.FC1=CC=C(C=C1)C(C1CCN(CC1)CCCOC1=CC(=C(C=C1)C(C)=O)OC)(O)C1=CC=C(C=C1)F (1-[4-[3-[4-[Bis(4-fluorophenyl)hydroxymethyl]-1-piperidinyl]propoxy]-2-methoxyphenyl]ethanone hydrochloride). RXN SMILES: C(O)(=O)C(O)=O.C1(C(C2C=CC=CC=2)=C2CCN(CCCOC3C=CC=CC=3)CC2)C=CC=CC=1.[F:36][C:37]1[CH:42]=[CH:41][C:40]([C:43]([C:51]2[CH:56]=[CH:55][C:54]([F:57])=[CH:53][CH:52]=2)([CH:45]2[CH2:50][CH2:49][NH:48][CH2:47][CH2:46]2)[OH:44])=[CH:39][CH:38]=1.[Cl:58][CH2:59][CH2:60][CH2:61][O:62][C:63]1[CH:68]=[CH:67][C:66]([C:69](=[O:71])[CH3:70])=[C:65]([O:72][CH3:73])[CH:64]=1.C(=O)([O-])[O-].[Na+].[Na+].[I-].[K+].Cl>C(O)CCC>[ClH:58].[F:36][C:37]1[CH:42]=[CH:41][C:40]([C:43]([C:51]2[CH:52]=[CH:53][C:54]([F:57])=[CH:55][CH:56]=2)([OH:44])[CH:45]2[CH2:46][CH2:47][N:48]([CH2:59][CH2:60][CH2:61][O:62][C:63]3[CH:68]=[CH:67][C:66]([C:69](=[O:71])[CH3:70])=[C:65]([O:72][CH3:73])[CH:64]=3)[CH2:49][CH2:50]2)=[CH:39][CH:38]=1 |f:0.1,4.5.6,7.8,11.12|. Reported procedure: This compound was prepared according to the procedure used to synthesize the compound of Example 1. A mixture of 3.0 g (0.01 mole) of [α,α-bis(p-fluorophenyl)]-4-piperidinemethanol, 2.4 g (0.01 mole) of 1-[4-(3-chloropropoxy)-2-methoxyphenyl]ethanone, 5.3 g (0.05 mole) of anhydrous sodium carbonate and 0.3 g of potassium iodide in 100 ml of 1-butanol gave a gum as residue. The gum was purified by column chromatography on 80 g of Florisil® and the fractions eluted with 20% acetone in benzene were... Product: Cl.[Si](C)(C)(C(C)(C)C)O[C@@H]1CC(NC1)C1=C(C=CC(=C1)F)F ((4R)-4-((tert-butyldimethylsilyl)oxy)-2-(2,5-difluorophenyl)pyrrolidine hydrochloride). Conditions: time 2 hour. Reaction SMILES: C(O)(C(F)(F)F)=O.[Si:8]([O:15][C@H:16]1[CH2:20][N:19](C(OC(C)(C)C)=O)[CH:18]([C:28]2[CH:33]=[C:32]([F:34])[CH:31]=[CH:30][C:29]=2[F:35])[CH2:17]1)([C:11]([CH3:14])([CH3:13])[CH3:12])([CH3:10])[CH3:9].C(Cl)[Cl:37]>>[ClH:37].[Si:8]([O:15][C@H:16]1[CH2:20][NH:19][CH:18]([C:28]2[CH:33]=[C:32]([F:34])[CH:31]=[CH:30][C:29]=2[F:35])[CH2:17]1)([C:11]([CH3:14])([CH3:13])[CH3:12])([CH3:10])[CH3:9] |f:3.4|. Procedure details: TFA (0.27 mL, 0.414 g, 3.63 mmol) was added to a solution of (4R)-tert-butyl 4-((tert-butyldimethylsilyl)oxy)-2-(2,5-difluorophenyl)pyrrolidine-1-carboxylate (0.5 g, 1.21 mmol) in DCM (10 mL) at 0° C. and stirring was continued at 28° C. for 2 hr. Reaction mixture was concentrated under reduced pressure to afford (4R)-4-((tert-butyldimethylsilyl)oxy)-2-(2,5-difluorophenyl)pyrrolidine hydrochloride (Int-57). MS (ESI) m/z 200(M-TBDMS+1, free base) Starting materials: C(=O)(C(F)(F)F)O (TFA), [Si](C)(C)(C(C)(C)C)O[C@@H]1CC(N(C1)C(=O)OC(C)(C)C)C1=C(C=CC(=C1)F)F ((4R)-tert-butyl 4-((tert-butyldimethylsilyl)oxy)-2-(2,5-difluorophenyl)pyrrolidine-1-carboxylate), C(Cl)Cl (DCM). Starting materials: NC(CC(CC)=O)(CC)C (5-amino-5-methyl-3-heptanone), N (ammonia), C1(CCCCC1)=O (cyclohexanone), [Br-].[NH4+] (ammonium bromide), C([O-])([O-])=O.[K+].[K+] (potassium carbonate). Run in CO (methanol). Run at time 8 hour. Product: C(C)C1=NC2(NC(C1)(C)CC)CCCCC2 (2,4-diethyl-4-methyl-1,5-diazaspiro[5.5]-undec-1-ene). The yield is 63.1%. Reaction SMILES: [NH2:1][C:2]([CH3:10])([CH2:8][CH3:9])[CH2:3][C:4](=O)[CH2:5][CH3:6].[C:11]1(=O)[CH2:16][CH2:15][CH2:14][CH2:13][CH2:12]1.[Br-].[NH4+:19].N.C(=O)([O-])[O-].[K+].[K+]>CO>[CH2:5]([C:4]1[CH2:3][C:2]([CH2:8][CH3:9])([CH3:10])[NH:1][C:11]2([CH2:16][CH2:15][CH2:14][CH2:13][CH2:12]2)[N:19]=1)[CH3:6] |f:2.3,5.6.7|. Reported procedure: 14.3 g of the 5-amino-5-methyl-3-heptanone thus obtained were dissolved in 100 ml of methanol, and 10.0 g of cyclohexanone and 10.0 g of ammonium bromide were added to the resulting solution. Dry ammonia was then introduced into the solution at room temperature for a period of 6 hours. After allowing the solution to stand overnight, 10.0 g of potassium carbonate were added and the methanol was then removed by distillation under reduced pressure. The residue was extracted with benzene, washed wit... The reactants are C12C(C(C(C=C1)C2)C(=O)O)C(=O)O (norborn-5-en-2,3-dicarboxylic acid), [OH-].[Na+] (NaOH). Solvent: O (H2O). Yields the product C12C(C(C(C=C1)C2)C(=O)[O-])C(=O)[O-].[Na+].[Na+] (Disodium bicyclo[2.2.1]hept-5-en-2,3-dicarboxylate). RXN SMILES: [CH:1]12[CH2:7][CH:4]([CH:5]=[CH:6]1)[CH:3]([C:8]([OH:10])=[O:9])[CH:2]2[C:11]([OH:13])=[O:12].[OH-].[Na+:15]>O>[CH:1]12[CH2:7][CH:4]([CH:5]=[CH:6]1)[CH:3]([C:8]([O-:10])=[O:9])[CH:2]2[C:11]([O-:13])=[O:12].[Na+:15].[Na+:15] |f:1.2,4.5.6|. Procedure: To a suspension of norborn-5-en-2,3-dicarboxylic acid (5.01 g, 27.5 mmole) in H2O (50 mL) was added 1N aq. NaOH (55 mL, 55.0 mmol) at rt and the reaction mixture was stirred until a homogeneous solution was obtained. The solvent was removed in vacuo and the resulting colorless, crystalline product was dried: 5.57 g (90%), mp=385C.